Dataset: the Open Reaction Database (ORD), a public repository of structured organic reaction records. Task: describe an organic reaction: reactants, conditions, products, and yield Reactants: CS(=O)(=O)OCC1CCCN1C(=O)OCc1ccccc1, C[S-], CO, [Na+]. Product: CSCC1CCCN1C(=O)OCc1ccccc1. RXN SMILES: [CH2:4]([c:5]1[cH:6][cH:7][cH:8][cH:9][cH:10]1)[O:11][C:12](=[O:13])[N:14]1[CH:15]([CH2:19][O:20][S:21]([CH3:22])(=[O:23])=[O:24])[CH2:16][CH2:17][CH2:18]1.[CH3:1][S-:2].[CH3:25][OH:26].[Na+:3]>>[CH3:1][S:2][CH2:19][CH:15]1[N:14]([C:12]([O:11][CH2:4][c:5]2[cH:6][cH:7][cH:8][cH:9][cH:10]2)=[O:13])[CH2:18][CH2:17][CH2:16]1. The reactants are CO, C=CC1CC1(NC(=O)OC(C)(C)C)C(=O)NS(=O)(=O)C1CC1. Product: CCC1CC1(NC(=O)OC(C)(C)C)C(=O)NS(=O)(=O)C1CC1. Reaction SMILES: [CH3:23][OH:24].[CH:1]1([S:4](=[O:5])(=[O:6])[NH:7][C:8](=[O:9])[C:10]2([NH:15][C:16]([O:17][C:18]([CH3:19])([CH3:20])[CH3:21])=[O:22])[CH:11]([CH:13]=[CH2:14])[CH2:12]2)[CH2:2][CH2:3]1>>[CH:1]1([S:4](=[O:5])(=[O:6])[NH:7][C:8](=[O:9])[C:10]2([NH:15][C:16]([O:17][C:18]([CH3:19])([CH3:20])[CH3:21])=[O:22])[CH:11]([CH2:13][CH3:14])[CH2:12]2)[CH2:2][CH2:3]1. As a reaction SMILES: [B:44]([O-:45])([O-:56])[O:57][c:46]1[cH:47][cH:48][c:49]([O:52][CH2:53][O:54][CH3:55])[cH:50][cH:51]1.[Br:1][c:2]1[cH:3][cH:4][c:5]2[c:6]([cH:32]1)[CH:7]=[C:8]([C:14](=[O:15])[NH:16][c:17]1[cH:18][cH:19][c:20]([CH2:23][N:24]([CH:25]3[CH2:26][CH2:27][O:28][CH2:29][CH2:30]3)[CH3:31])[cH:21][cH:22]1)[CH2:9][CH2:10][S:11]2(=[O:12])=[O:13].[C:58](=[O:59])([O-:60])[O-:61].[CH2:34]([OH:35])[CH3:36].[K+:62].[K+:63].[OH2:33].[OH2:64].[c:37]1([CH3:38])[cH:39][cH:40][cH:41][cH:42][cH:43]1>>[c:2]1(-[c:46]2[cH:47][cH:48][c:49]([O:52][CH2:53][O:54][CH3:55])[cH:50][cH:51]2)[cH:3][cH:4][c:5]2[c:6]([cH:32]1)[CH:7]=[C:8]([C:14](=[O:15])[NH:16][c:17]1[cH:18][cH:19][c:20]([CH2:23][N:24]([CH:25]3[CH2:26][CH2:27][O:28][CH2:29][CH2:30]3)[CH3:31])[cH:21][cH:22]1)[CH2:9][CH2:10][S:11]2(=[O:12])=[O:13]. Product: COCOc1ccc(-c2ccc3c(c2)C=C(C(=O)Nc2ccc(CN(C)C4CCOCC4)cc2)CCS3(=O)=O)cc1. The reactants are COCOc1ccc(OB([O-])[O-])cc1, CN(Cc1ccc(NC(=O)C2=Cc3cc(Br)ccc3S(=O)(=O)CC2)cc1)C1CCOCC1, O=C([O-])[O-], CCO, [K+], [K+], O, O, Cc1ccccc1. Starting materials: C(C)(=O)O (acetic acid), O1CC1(C)C1=C(C=C(C=C1)F)F (1,2-epoxy-2-(2,4-difluorophenyl)-propane), C[Si](N1N=CN=C1)(C)C (1-(trimethylsilyl)-1,2,4-triazole), N1(N=CN=C1)[Na] (1,2,4-triazol-1-yl sodium). Run in CN(C=O)C (dimethyl formamide), O (water). Product: FC1=C(C=CC(=C1)F)C(C)(CN1N=CN=C1)O[Si](C)(C)C (2-(2,4-Difluorophenyl)-3-(1,2,4-triazol-1-yl)-2-(trimethylsilyloxy)propane). As a reaction SMILES: [O:1]1[C:3]([C:5]2[CH:10]=[CH:9][C:8]([F:11])=[CH:7][C:6]=2[F:12])([CH3:4])[CH2:2]1.[CH3:13][Si:14]([CH3:21])([CH3:20])N1C=NC=N1.[N:22]1([Na])[CH:26]=[N:25][CH:24]=[N:23]1.C(O)(=O)C>CN(C)C=O.O>[F:12][C:6]1[CH:7]=[C:8]([F:11])[CH:9]=[CH:10][C:5]=1[C:3]([O:1][Si:14]([CH3:21])([CH3:20])[CH3:13])([CH2:2][N:22]1[CH:26]=[N:25][CH:24]=[N:23]1)[CH3:4]. Reported procedure: 5.13 g (0.03 moles) of 1,2-epoxy-2-(2,4-difluorophenyl)-propane are reacted with 6.35 g (0.045 moles) of 1-(trimethylsilyl)-1,2,4-triazole and 0.14 g (0.0015 moles) of 1,2,4-triazol-1-yl sodium in 40 ml of dimethyl formamide at 80° C. for 3 hours. Then the reaction mixture is cooled to room temperature, neutralized by glacial acetic acid, mixed with 200 ml of water and extracted twice with 50 ml of dichloromethane each. The combined extracts are washed three times with 50 ml of water each, dried...